This data is from the Open Reaction Database (ORD), a public repository of structured organic reaction records. The task is: describe an organic reaction: reactants, conditions, products, and yield Reaction SMILES: [Br:10][CH2:11][CH2:12][CH2:13][Cl:14].[C:15]([O-:16])(=[O:17])[O-:18].[C:1]([CH3:2])(=[O:3])[N:4]1[CH2:5][CH2:6][NH:7][CH2:8][CH2:9]1.[CH3:21][C:22]#[N:23].[K+:19].[K+:20]>>[C:1]([CH3:2])(=[O:3])[N:4]1[CH2:5][CH2:6][N:7]([O:16][CH2:11][CH2:12][CH2:13][Cl:14])[CH2:8][CH2:9]1. Reactants: ClCCCBr, O=C([O-])[O-], CC(=O)N1CCNCC1, CC#N, [K+], [K+]. Product: CC(=O)N1CCN(OCCCCl)CC1. Starting materials: CN[C@@H](CNS(=O)(=O)C)CC1=CC=CC=C1 (N-((2R)-2-methylamino-3-phenylpropyl)methansulfonamide), C(C)N(C(C)C)C(C)C (Ethyldiisopropylamine), C(C)(C)(C)OC(=O)N(C)[C@@H](C(=O)O)CC1=CC2=CC=CC=C2C=C1 ((2R)-2-(N-(tert-Butoxycarbonyl)-N-methylamino)-3-(2-naphthyl)propionic acid), OC1=CC=NC=2NN=NC21 (Hydroxy-7-azabenzotriazole), Cl.CN(CCCN=C=NCC)C (N-(3-dimethylaminopropyl)-N'-ethylcarbodiimide hydrochloride). Solvent: ClCCl (dichloromethane), C(C)(=O)OCC (ethyl acetate), CN(C=O)C (N,N-dimethylformamide), ClCCl (dichloromethane). Run at temperature 0 celsius, time 5 minute. Yields the product C(C)(C)(C)OC(N(C)[C@H](CC1=CC2=CC=CC=C2C=C1)C(N(C)[C@@H](CNS(=O)(=O)C)CC1=CC=CC=C1)=O)=O (N-((1R)-1-(N-((1R)-1-Benzyl-2-((methylsulfonyl)amino)ethyl)-N-methylcarbamoyl)-2-(2-naphthyl)ethyl)-N-methylcarbamic acid tert-butylester). Isolated yield 64.6%. Reaction SMILES: [C:1]([O:5][C:6]([N:8]([C@H:10]([CH2:14][C:15]1[CH:24]=[CH:23][C:22]2[C:17](=[CH:18][CH:19]=[CH:20][CH:21]=2)[CH:16]=1)[C:11](O)=[O:12])[CH3:9])=[O:7])([CH3:4])([CH3:3])[CH3:2].OC1C2N=NNC=2N=CC=1.Cl.CN(C)CCCN=C=NCC.[CH3:47][NH:48][C@H:49]([CH2:56][C:57]1[CH:62]=[CH:61][CH:60]=[CH:59][CH:58]=1)[CH2:50][NH:51][S:52]([CH3:55])(=[O:54])=[O:53].C(N(C(C)C)C(C)C)C>CN(C)C=O.ClCCl.C(OCC)(=O)C>[C:1]([O:5][C:6](=[O:7])[N:8]([C@@H:10]([C:11](=[O:12])[N:48]([C@H:49]([CH2:56][C:57]1[CH:62]=[CH:61][CH:60]=[CH:59][CH:58]=1)[CH2:50][NH:51][S:52]([CH3:55])(=[O:54])=[O:53])[CH3:47])[CH2:14][C:15]1[CH:24]=[CH:23][C:22]2[C:17](=[CH:18][CH:19]=[CH:20][CH:21]=2)[CH:16]=1)[CH3:9])([CH3:2])([CH3:4])[CH3:3] |f:2.3|. Reported procedure: (2R)-2-(N-(tert-Butoxycarbonyl)-N-methylamino)-3-(2-naphthyl)propionic acid (1.05 g, 3.2 mmol) was dissolved in N,N-dimethylformamide (2 ml) and dichloromethane (2 ml). Hydroxy-7-azabenzotriazole (434 mg, 3.2 mmol) was added as a solid. The solution was cooled to 0° C. N-(3-dimethylaminopropyl)-N'-ethylcarbodiimide hydrochloride (612 mg, 3.2 mmol) was added. The solution was stirred for 5 min at 0° C. A solution of N-((2R)-2-methylamino-3-phenylpropyl)methansulfonamide (703 mg, 2.9 mmol) in dich... The reactants are CC(C)(C)OC(=O)N1CC(O)CC1C(=O)O, C1CCOC1, C=CC1CC1(N)C(=O)OCC. The product is C=CC1CC1(NC(=O)C1CC(O)CN1C(=O)OC(C)(C)C)C(=O)OCC. As a reaction SMILES: [C:1](=[O:2])([O:3][C:4]([CH3:5])([CH3:6])[CH3:7])[N:8]1[CH:9]([C:10](=[O:11])[OH:12])[CH2:13][CH:14]([OH:15])[CH2:16]1.[CH2:17]1[O:18][CH2:19][CH2:20][CH2:21]1.[CH2:22]([CH3:23])[O:24][C:25](=[O:26])[C:27]1([NH2:32])[CH:28]([CH:30]=[CH2:31])[CH2:29]1>>[C:1](=[O:2])([O:3][C:4]([CH3:5])([CH3:6])[CH3:7])[N:8]1[CH:9]([C:10](=[O:12])[NH:32][C:27]2([C:25]([O:24][CH2:22][CH3:23])=[O:26])[CH:28]([CH:30]=[CH2:31])[CH2:29]2)[CH2:13][CH:14]([OH:15])[CH2:16]1. Reactants: CO (methanol), C(C)(=O)OCCCCCCCCCC1=C(C=C(C(=C1O)OC)OC)C (6-(9-acetoxynonyl)-2,3-dimethoxy-5-methylphenol), N1=CC=CC=C1 (pyridine). Reagents/catalysts: C1=CC=C(C(=C1)C=NCCN=CC2=CC=CC=C2[O-])[O-].[Co+2] (salcomine). Solvent: O=O (oxygen). Yields the product C(C)(=O)OCCCCCCCCCC1=C(C(C(=C(C1=O)OC)OC)=O)C (6-(9-acetoxynonyl)-2,3-dimethoxy-5-methyl-1,4-benzoquinone). Reaction SMILES: C[OH:2].[C:3]([O:6][CH2:7][CH2:8][CH2:9][CH2:10][CH2:11][CH2:12][CH2:13][CH2:14][CH2:15][C:16]1[C:21]([OH:22])=[C:20]([O:23][CH3:24])[C:19]([O:25][CH3:26])=[CH:18][C:17]=1[CH3:27])(=[O:5])[CH3:4].N1C=CC=CC=1>O=O.C1C=C(C=NCCN=CC2C([O-])=CC=CC=2)C([O-])=CC=1.[Co+2]>[C:3]([O:6][CH2:7][CH2:8][CH2:9][CH2:10][CH2:11][CH2:12][CH2:13][CH2:14][CH2:15][C:16]1[C:21](=[O:22])[C:20]([O:23][CH3:24])=[C:19]([O:25][CH3:26])[C:18](=[O:2])[C:17]=1[CH3:27])(=[O:5])[CH3:4] |f:4.5|. Reported procedure: To a methanol solution (30 ml) of 6-(9-acetoxynonyl)-2,3-dimethoxy-5-methylphenol (1.1 g) are added pyridine (0.3 ml) and bis(salicylidene)ethylenediiminocobalt(II) (14 mg), followed by stirring in oxygen streams at atmospheric temperature and pressure for 72 hours. The reaction product is isolated as in Example 7 and recrystallized from hexane. The above procedure yields 6-(9-acetoxynonyl)-2,3-dimethoxy-5-methyl-1,4-benzoquinone as orange-yellow needles melting at 30° C.